From a dataset of the Open Reaction Database (ORD), a public repository of structured organic reaction records. describe an organic reaction: reactants, conditions, products, and yield Starting materials: NCC=1C=C(C=NC1)C=1C=C2CCC(N(C2=CC1)C)=O (6-(5-Aminomethyl-pyridin-3-yl)-1-methyl-3,4-dihydro-1H-quinolin-2-one), CCN=C=NCCCN(C)C (EDCI), OC1=CC=CC=2NN=NC21 (hydroxybenzotriazole), CCN(C(C)C)C(C)C (Hünig's base), COC1=NOC(=C1)C(=O)O (3-methoxy-isoxazole-5-carboxylic acid), C(=O)(O)[O-].[Na+] (NaHCO3). The solvent is CCOC(=O)C (EtOAc), C(Cl)Cl (DCM). The product is CN1C(CCC2=CC(=CC=C12)C=1C=C(C=NC1)CNC(=O)C1=CC(=NO1)OC)=O (3-Methoxy-isoxazole-5-carboxylic acid [5-(1-methyl-2-oxo-1,2,3,4-tetrahydro-quinolin-6-yl)-pyridin-3-ylmethyl]-amide). The yield is 40.9%. As a reaction SMILES: [NH2:1][CH2:2][C:3]1[CH:4]=[C:5]([C:9]2[CH:10]=[C:11]3[C:16](=[CH:17][CH:18]=2)[N:15]([CH3:19])[C:14](=[O:20])[CH2:13][CH2:12]3)[CH:6]=[N:7][CH:8]=1.CCN=C=NCCCN(C)C.OC1C2N=NNC=2C=CC=1.CCN(C(C)C)C(C)C.[CH3:51][O:52][C:53]1[CH:57]=[C:56]([C:58](O)=[O:59])[O:55][N:54]=1.C([O-])(O)=O.[Na+]>C(Cl)Cl.CCOC(C)=O>[CH3:19][N:15]1[C:16]2[C:11](=[CH:10][C:9]([C:5]3[CH:4]=[C:3]([CH2:2][NH:1][C:58]([C:56]4[O:55][N:54]=[C:53]([O:52][CH3:51])[CH:57]=4)=[O:59])[CH:8]=[N:7][CH:6]=3)=[CH:18][CH:17]=2)[CH2:12][CH2:13][C:14]1=[O:20] |f:5.6|. Procedure: To a solution of 6-(5-aminomethyl-pyridin-3-yl)-1-methyl-3,4-dihydro-1H-quinolin-2-one (example 36, 0.05 g, 0.187 mmol) in dry DCM (1 mL) were added EDCI (0.039 g, 0.206 mmol), hydroxybenzotriazole (0.032 g, 0.206 mmol), Hünig's base (0.060 g, 0.468 mmol) and 3-methoxy-isoxazole-5-carboxylic acid (0.040 g, 0.281 mmol) and the resulting solution was stirred at room temperature over night. The reaction mixture was diluted with EtOAc, poured into sat. NaHCO3 solution (5 mL) and extracted with EtOAc... Yields the product CCN1c2ncccc2C(=O)N(C)c2ccc(OC)nc21. The reactants are COc1ccc(N(C)C(=O)c2cccnc2Cl)c(Br)n1, CCN, CCOC(C)=O, Cc1ccccc1C. RXN SMILES: [Br:4][c:5]1[n:6][c:7]([O:22][CH3:23])[cH:8][cH:9][c:10]1[N:11]([C:12](=[O:13])[c:14]1[c:15]([Cl:20])[n:16][cH:17][cH:18][cH:19]1)[CH3:21].[CH3:1][CH2:2][NH2:3].[CH3:32][CH2:33][O:34][C:35](=[O:36])[CH3:37].[c:24]1([CH3:25])[c:26]([CH3:27])[cH:28][cH:29][cH:30][cH:31]1>>[CH3:1][CH2:2][N:3]1[c:5]2[n:6][c:7]([O:22][CH3:23])[cH:8][cH:9][c:10]2[N:11]([CH3:21])[C:12](=[O:13])[c:14]2[c:15]1[n:16][cH:17][cH:18][cH:19]2.